This data is from the Open Reaction Database (ORD), a public repository of structured organic reaction records. The task is: describe an organic reaction: reactants, conditions, products, and yield Starting materials: CS (Methyl mercaptan), ClCN1C(COC2=C1C=C(C=C2)[N+](=O)[O-])=O (4-chloromethyl-6-nitro-2H-1,4-benzoxazin-3(4H)-one), C([O-])([O-])=O.[K+].[K+] (potassium carbonate). Run in C(C)C(=O)C (methyl ethyl ketone). The product is CSCN1C(COC2=C1C=C(C=C2)[N+](=O)[O-])=O (4-methylthiomethyl-6-nitro-2H-1,4-benzoxazin-3(4H)-one). Isolated yield 49.0%. As a reaction SMILES: [CH3:1][SH:2].Cl[CH2:4][N:5]1[C:10]2[CH:11]=[C:12]([N+:15]([O-:17])=[O:16])[CH:13]=[CH:14][C:9]=2[O:8][CH2:7][C:6]1=[O:18].C(=O)([O-])[O-].[K+].[K+]>C(C(C)=O)C>[CH3:1][S:2][CH2:4][N:5]1[C:10]2[CH:11]=[C:12]([N+:15]([O-:17])=[O:16])[CH:13]=[CH:14][C:9]=2[O:8][CH2:7][C:6]1=[O:18] |f:2.3.4|. Procedure: Methyl mercaptan (1.9 g) is slowly introduced to a refluxing mixture composed of 4-chloromethyl-6-nitro-2H-1,4-benzoxazin-3(4H)-one (4.48 g), potassium carbonate (3.3 g) and methyl ethyl ketone (30 ml). The reaction mixture is refluxed for 5 hours, made free from methyl ethyl ketone by evaporation in vacuo, and the resultant residue is extracted with ethyl acetate. The extract is washed with saturated sodium carbonate aqueous solution and with water, dried over sodium sulfate, and condensed to e... Starting materials: C([O-])([O-])=O.[K+].[K+] (potassium carbonate), CS(=O)(=O)N1CCC(=CC1)C=1C=C2C(=CN1)O[C@@H](C2)C2CCNCC2 ((S)-5-(1-methanesulfonyl-1,2,3,6-tetrahydro-pyridin-4-yl)-2-piperidin-4-yl-2,3-dihydro-furo[2,3-c]pyridine), Intermediate 37, ClC1=NC=C(C=N1)C(F)(F)F (2-chloro-5-(trifluoromethyl)pyrimidine). The solvent is CS(=O)C (dimethylsulfoxide). Yields the product CS(=O)(=O)N1CCC(=CC1)C=1C=C2C(=CN1)O[C@@H](C2)C2CCN(CC2)C2=NC=C(C=N2)C(F)(F)F ((S)-5-(1-Methanesulfonyl-1,2,3,6-tetrahydro-pyridin-4-yl)-2-[1-(5-trifluoromethyl-pyrimidin-2-yl)-piperidin-4-yl]-2,3-dihydro-furo[2,3-c]pyridine). As a reaction SMILES: [CH3:1][S:2]([N:5]1[CH2:10][CH:9]=[C:8]([C:11]2[CH:12]=[C:13]3[CH2:19][C@@H:18]([CH:20]4[CH2:25][CH2:24][NH:23][CH2:22][CH2:21]4)[O:17][C:14]3=[CH:15][N:16]=2)[CH2:7][CH2:6]1)(=[O:4])=[O:3].Cl[C:27]1[N:32]=[CH:31][C:30]([C:33]([F:36])([F:35])[F:34])=[CH:29][N:28]=1.C(=O)([O-])[O-].[K+].[K+]>CS(C)=O>[CH3:1][S:2]([N:5]1[CH2:6][CH:7]=[C:8]([C:11]2[CH:12]=[C:13]3[CH2:19][C@@H:18]([CH:20]4[CH2:25][CH2:24][N:23]([C:27]5[N:32]=[CH:31][C:30]([C:33]([F:36])([F:35])[F:34])=[CH:29][N:28]=5)[CH2:22][CH2:21]4)[O:17][C:14]3=[CH:15][N:16]=2)[CH2:9][CH2:10]1)(=[O:3])=[O:4] |f:2.3.4|. Reported procedure: The title compound is prepared from (S)-5-(1-methanesulfonyl-1,2,3,6-tetrahydro-pyridin-4-yl)-2-piperidin-4-yl-2,3-dihydro-furo[2,3-c]pyridine (Intermediate 37, the configuration of the stereocenter is arbitrarily assigned) and 2-chloro-5-(trifluoromethyl)pyrimidine in dimethylsulfoxide at 110° C. in the presence of potassium carbonate. LC (method 5): tR=1.28 min; Mass spectrum (ESI+): m/z=510 [M+H]+. RXN SMILES: [CH:13]([NH:14][C:15](=[N:16][CH:17]([CH3:18])[CH3:26])[O:27][CH2:19][c:20]1[cH:21][cH:22][cH:23][cH:24][cH:25]1)([CH3:28])[CH3:29].[NH2:1][CH:2]([CH2:3][CH2:4][CH2:5][NH:6][C:7]([NH2:8])=[NH:9])[C:10]([OH:11])=[O:12]>>[NH2:1][CH:2]([CH2:3][CH2:4][CH2:5][NH:6][C:7]([NH2:8])=[NH:9])[C:10]([O:11][CH2:19][c:20]1[cH:21][cH:22][cH:23][cH:24][cH:25]1)=[O:12]. Starting materials: CC(C)N=C(NC(C)C)OCc1ccccc1, N=C(N)NCCCC(N)C(=O)O. Yields the product N=C(N)NCCCC(N)C(=O)OCc1ccccc1. Run in O1CCCC1 (tetrahydrofuran), CCCCCC (hexane), O (water). Run at temperature 0 celsius, time 4 hour. Reported procedure: To a cold (ca. −78° C.) solution of 2.9 g (21 mmole) of 3-methyl-2-(N,N-dimethylamino)pyridine in 35 ml of tetrahydrofuran was added dropwise 15 ml (23 mmole) of 1.55 M butyllithium in hexane. The mixture was stirred at 0° C. for four hours and then recooled to ca. −78° C. Trimethyl borate (2.65 ml, ca. 23 mmole) was added dropwise and the mixture was stirred at 0° C. After one hour 2.9 ml of 30% hydrogen peroxide was added and the mixture was stirred at 25° C. After another hour, the reaction m... Yields the product OCC=1C(=NC=CC1)N(C)C (3-hydroxymethyl-2-(N,N-dimethylamino)pyridine). The reactants are CC=1C(=NC=CC1)N(C)C (3-methyl-2-(N,N-dimethylamino)pyridine), C(CCC)[Li] (butyllithium), OO (hydrogen peroxide), B(OC)(OC)OC (Trimethyl borate). The yield is 18.8%. RXN SMILES: [CH3:1][C:2]1[C:3]([N:8]([CH3:10])[CH3:9])=[N:4][CH:5]=[CH:6][CH:7]=1.C([Li])CCC.B(OC)(OC)[O:17]C.OO>O1CCCC1.CCCCCC.O>[OH:17][CH2:1][C:2]1[C:3]([N:8]([CH3:10])[CH3:9])=[N:4][CH:5]=[CH:6][CH:7]=1. Starting materials: O=C(n1ccnc1)n1ccnc1, CC1(C)Cc2cc(C(=O)O)ccc2NC1c1cccc(N2C(=O)OCC2Cc2ccccc2)c1, CS(N)(=O)=O, CN(C)C=O, NS(=O)(=O)C1CC1, [H-], [Na+]. Yields the product CC1(C)Cc2cc(C(=O)NS(=O)(=O)C3CC3)ccc2NC1c1cccc(N2C(=O)OCC2Cc2ccccc2)c1. RXN SMILES: [C:44]([n:45]1[cH:46][cH:47][n:48][cH:49]1)([n:50]1[cH:51][cH:52][n:53][cH:54]1)=[O:55].[CH2:10]([c:11]1[cH:12][cH:13][cH:14][cH:15][cH:16]1)[CH:17]1[N:18]([c:23]2[cH:24][c:25]([CH:29]3[NH:30][c:31]4[cH:32][cH:33][c:34]([C:41](=[O:42])[OH:43])[cH:35][c:36]4[CH2:37][C:38]3([CH3:39])[CH3:40])[cH:26][cH:27][cH:28]2)[C:19](=[O:22])[O:20][CH2:21]1.[CH3:56][S:57]([NH2:58])(=[O:59])=[O:60].[CH3:61][N:62]([CH3:63])[CH:64]=[O:65].[CH:3]1([S:6](=[O:7])(=[O:8])[NH2:9])[CH2:4][CH2:5]1.[H-:1].[Na+:2]>>[CH:3]1([S:6](=[O:7])(=[O:8])[NH:9][C:41]([c:34]2[cH:33][cH:32][c:31]3[c:36]([cH:35]2)[CH2:37][C:38]([CH3:39])([CH3:40])[CH:29]([c:25]2[cH:24][c:23]([N:18]4[CH:17]([CH2:10][c:11]5[cH:12][cH:13][cH:14][cH:15][cH:16]5)[CH2:21][O:20][C:19]4=[O:22])[cH:28][cH:27][cH:26]2)[NH:30]3)=[O:42])[CH2:4][CH2:5]1.